This data is from the Open Reaction Database (ORD), a public repository of structured organic reaction records. The task is: describe an organic reaction: reactants, conditions, products, and yield Reactants: C1(=C(C(=CC(=C1)C)C)C1=NC=CC=C1[N+](=O)[O-])C (2-mesityl-3-nitropyridine). The reagents and catalysts are [C].[Pd] (Palladium-carbon). Run in [H][H] (hydrogen). Product: C1(=C(C(=CC(=C1)C)C)C1=NC=CC=C1N)C (2-Mesityl-3-pyridinamine). Isolated yield 106.5%. As a reaction SMILES: [C:1]1([CH3:18])[CH:6]=[C:5]([CH3:7])[CH:4]=[C:3]([CH3:8])[C:2]=1[C:9]1[C:14]([N+:15]([O-])=O)=[CH:13][CH:12]=[CH:11][N:10]=1>[H][H].[C].[Pd]>[C:1]1([CH3:18])[CH:6]=[C:5]([CH3:7])[CH:4]=[C:3]([CH3:8])[C:2]=1[C:9]1[C:14]([NH2:15])=[CH:13][CH:12]=[CH:11][N:10]=1 |f:2.3|. Procedure: Palladium-carbon (10%, 0.6 g) was added to a solution of 2-mesityl-3-nitropyridine (5.99 g, 23 mmol) methanol (120 mL), followed by stirring for one day in hydrogen atmospher. The mixture was filtered through Celite and evaporated, to give the title compound (5.2 g) as white crystals.